Dataset: the Open Reaction Database (ORD), a public repository of structured organic reaction records. Task: describe an organic reaction: reactants, conditions, products, and yield Reactants: C1(=CC=CC=C1)C(C(=O)O)(C1=CC=CC=C1)C1=CC=CC=C1 (tri phenylacetic acid), NCCCN1CCC(CC1)C=1C=C(C=CC1)NC(CCC)=O (N-{3-[1-(3-aminopropyl)-4-piperidinyl]phenyl}butanamide). Yields the product C1(=CC=CC=C1)C(C(=O)NCCCN1CCC(CC1)C=1C=C(C=CC1)NC(CCC)=O)(C1=CC=CC=C1)C1=CC=CC=C1 (N-[3-(1-{3-[(2,2,2-TRIPHENYLACETYL)AMINO]PROPYL}-4-PIPERIDINYL)PHENYL]BUTANAMIDE). Reaction SMILES: [C:1]1([C:7]([C:17]2[CH:22]=[CH:21][CH:20]=[CH:19][CH:18]=2)([C:11]2[CH:16]=[CH:15][CH:14]=[CH:13][CH:12]=2)[C:8]([OH:10])=O)[CH:6]=[CH:5][CH:4]=[CH:3][CH:2]=1.[NH2:23][CH2:24][CH2:25][CH2:26][N:27]1[CH2:32][CH2:31][CH:30]([C:33]2[CH:34]=[C:35]([NH:39][C:40](=[O:44])[CH2:41][CH2:42][CH3:43])[CH:36]=[CH:37][CH:38]=2)[CH2:29][CH2:28]1>>[C:1]1([C:7]([C:11]2[CH:12]=[CH:13][CH:14]=[CH:15][CH:16]=2)([C:17]2[CH:22]=[CH:21][CH:20]=[CH:19][CH:18]=2)[C:8]([NH:23][CH2:24][CH2:25][CH2:26][N:27]2[CH2:32][CH2:31][CH:30]([C:33]3[CH:34]=[C:35]([NH:39][C:40](=[O:44])[CH2:41][CH2:42][CH3:43])[CH:36]=[CH:37][CH:38]=3)[CH2:29][CH2:28]2)=[O:10])[CH:6]=[CH:5][CH:4]=[CH:3][CH:2]=1. Reported procedure: Example 97 was prepared from tri phenylacetic acid and N-{3-[1-(3-aminopropyl)-4-piperidinyl]phenyl}butanamide according to the procedures described in Scheme 10: 1H NMR (400 MHz, CDCl3) δ 7.39 (d, 2H, J=10.4 Hz), 7.34–7.21 (m, 17H), 6.90 (d, 1H, J=7.6 Hz), 6.31 (t, 1H, J=5.2 Hz), 3.43 (dd, 2H, J=6.4, 12.4 Hz), 2.87 (d, 2H, J=12.0 Hz), 2.41 (m, 1H), 2.31 (m, 4H), 1.92 (t, 2H, J=11.6 Hz), 1.79–1.66 (m, 6H), 1.59–1.52 (m, 2H), 1.01 (t, 3H, J=7.2 Hz); ESMS m/e: 574.4 (M+H)+. The reactants are CC(C)=O, c1c(C2OCCO2)sc2c1OCCC2, O. Yields the product O=Cc1cc2c(s1)CCCO2. As a reaction SMILES: [CH3:16][C:17](=[O:18])[CH3:19].[O:1]1[CH:2]([c:6]2[cH:7][c:8]3[c:13]([s:14]2)[CH2:12][CH2:11][CH2:10][O:9]3)[O:5][CH2:4][CH2:3]1.[OH2:15]>>[O:1]=[CH:2][c:6]1[cH:7][c:8]2[c:13]([s:14]1)[CH2:12][CH2:11][CH2:10][O:9]2.